The task is: describe an organic reaction: reactants, conditions, products, and yield. This data is from the Open Reaction Database (ORD), a public repository of structured organic reaction records. The reactants are N(=[N+]=[N-])CC1=CC=C(C=C1)C1=C(C=CC=C1)C#N (4-azidomethyl-2'-cyanobiphenyl), C1(=CC=CC=C1)P(C1=CC=CC=C1)C1=CC=CC=C1 (triphenylphospine), C(Cl)Cl (CH2Cl2), O (H2O). The solvent is O1CCCC1 (tetrahydrofuran), CO (MeOH). Conditions: time 2 hour. The product is C(#N)C1=C(C=CC=C1)C1=CC=C(C=C1)CN ([(2'-Cyanobiphenyl-4-yl)methyl]amine). RXN SMILES: [N:1]([CH2:4][C:5]1[CH:10]=[CH:9][C:8]([C:11]2[CH:16]=[CH:15][CH:14]=[CH:13][C:12]=2[C:17]#[N:18])=[CH:7][CH:6]=1)=[N+]=[N-].C1(P(C2C=CC=CC=2)C2C=CC=CC=2)C=CC=CC=1.O.C(Cl)Cl>O1CCCC1.CO>[C:17]([C:12]1[CH:13]=[CH:14][CH:15]=[CH:16][C:11]=1[C:8]1[CH:7]=[CH:6][C:5]([CH2:4][NH2:1])=[CH:10][CH:9]=1)#[N:18]. Reported procedure: A solution of 5.85 g (25 mmole) of 4-azidomethyl-2'-cyanobiphenyl (from Step A) in 50 ml of dry tetrahydrofuran was treated portionwise with 6.55 g (25 mmole) of triphenylphospine over 3-4 minutes. The solution was stirred at ambient temperature under N2, and gas evolution proceeded at a moderate rate. A mild exotherm occurred, and the solution was cooled in a water bath as necessary. After 2 hours, by which time gas evolution had ceased, 675 μl (37.5 mmole) of H2O was added, and stirring was co... The reactants are C[Si](C)(C)C(Cl)[Si](C)(C)C (Bis(trimethylsilyl)chloromethane), C(C=C)(=O)[O-].[Na+] (sodium acrylate), C1=CC=CC=2SC3=CC=CC=C3NC12 (phenothiazine). The reagents and catalysts are CCCCCCCC[N+](C)(CCCCCCCC)CCCCCCCC.[Cl-] (Adogen 464). The solvent is hexanes, C(CCC)#N (butyronitrile). Conditions: time 6 hour. Product: C[Si](C)(C)C([Si](C)(C)C)OC(C=C)=O (Bis(trimethylsilyl)methylacrylate). As a reaction SMILES: [CH3:1][Si:2]([CH:5]([Si:7]([CH3:10])([CH3:9])[CH3:8])Cl)([CH3:4])[CH3:3].[C:11]([O-:15])(=[O:14])[CH:12]=[CH2:13].[Na+].C1C2NC3C(=CC=CC=3)SC=2C=CC=1>CCCCCCCC[N+](CCCCCCCC)(CCCCCCCC)C.[Cl-].C(#N)CCC>[CH3:1][Si:2]([CH:5]([O:15][C:11](=[O:14])[CH:12]=[CH2:13])[Si:7]([CH3:10])([CH3:9])[CH3:8])([CH3:4])[CH3:3] |f:1.2,4.5|. Reported procedure: Bis(trimethylsilyl)chloromethane (Aldrich) 39 g, 0.2 mole), sodium acrylate (28 g, 0.3 mole), Adogen 464 (Aldrich) (6.96 g), and phenothiazine (0.10 grams) were placed in a round bottom flask equipped with a condenser, mechanical stirrer and a nitrogen inlet. The flask was charged with 100 ml of butyronitrile and heated to reflux while stirring. After 6 hours, the mixture was diluted with 150 ml hexanes and filtered to remove the solids. The solvents were removed under reduced pressure. Fraction... Reactants: FC=1C=CC(=C(C1)C(CC(CNC1=C2C=NN(C2=CC(=C1)C)C=1C=C(C(=O)O)C=CC1)(C(F)(F)F)O)(C)C)OC (3-(4-{[4-[5-fluoro-2-(methyloxy)phenyl]-2-hydroxy-4-methyl-2-(trifluoromethyl)pentyl]amino}-6-methyl-1H-indazol-1-yl)benzoic acid), CNC(CN)=O (N1-methylglycinamide). Product: FC=1C=CC(=C(C1)C(CC(CNC1=C2C=NN(C2=CC(=C1)C)C=1C=C(C(=O)NCC(=O)NC)C=CC1)(C(F)(F)F)O)(C)C)OC (3-(4-{[4-[5-Fluoro-2-(methyloxy)phenyl]-2-hydroxy-4-methyl-2-(trifluoromethyl)pentyl]amino}-6-methyl-1H-indazol-1-yl)-N-[2-(methylamino)-2-oxoethyl]benzamide). Reaction SMILES: [F:1][C:2]1[CH:3]=[CH:4][C:5]([O:39][CH3:40])=[C:6]([C:8]([CH3:38])([CH3:37])[CH2:9][C:10]([OH:36])([C:32]([F:35])([F:34])[F:33])[CH2:11][NH:12][C:13]2[CH:21]=[C:20]([CH3:22])[CH:19]=[C:18]3[C:14]=2[CH:15]=[N:16][N:17]3[C:23]2[CH:24]=[C:25]([CH:29]=[CH:30][CH:31]=2)[C:26](O)=[O:27])[CH:7]=1.[CH3:41][NH:42][C:43](=[O:46])[CH2:44][NH2:45]>>[F:1][C:2]1[CH:3]=[CH:4][C:5]([O:39][CH3:40])=[C:6]([C:8]([CH3:37])([CH3:38])[CH2:9][C:10]([OH:36])([C:32]([F:34])([F:35])[F:33])[CH2:11][NH:12][C:13]2[CH:21]=[C:20]([CH3:22])[CH:19]=[C:18]3[C:14]=2[CH:15]=[N:16][N:17]3[C:23]2[CH:24]=[C:25]([CH:29]=[CH:30][CH:31]=2)[C:26]([NH:45][CH2:44][C:43]([NH:42][CH3:41])=[O:46])=[O:27])[CH:7]=1. Procedure details: Prepared similarly to Example 1 from 3-(4-{[4-[5-fluoro-2-(methyloxy)phenyl]-2-hydroxy-4-methyl-2-(trifluoromethyl)pentyl]amino}-6-methyl-1H-indazol-1-yl)benzoic acid and N1-methylglycinamide with System A used for purification by mass directed autopreparation. Starting materials: N1=CC=C(C=C1)C1=NN=CO1 (5-pyridin-4-yl-[1,3,4]oxadiazole), [Li]CCCC (n-BuLi), N#N (N2), CCOCC (Et2O), C(=O)(OC(C)(C)C)C(C=O)(CC)N (2-Boc-amino-butyraldehyde). The solvent is C1CCOC1 (THF), CN(C)P(=O)(N(C)C)N(C)C (HMPA), C1CCOC1 (THF). Run at temperature -45 celsius, time 1 hour. The product is C(=O)(OC(C)(C)C)C([C@](O)(C=1OC(=NN1)C1=CC=NC=C1)N)CC ((S)-2-Boc-amino-1-(5-pyridin-4-yl-[1,3,4]oxadiazol-2-yl)-butan-1-ol). Reaction SMILES: [N:1]1[CH:6]=[CH:5][C:4]([C:7]2[O:11][CH:10]=[N:9][N:8]=2)=[CH:3][CH:2]=1.[Li]CCCC.[N:17]#N.CCOCC.[C:24]([C:31](N)([CH2:34][CH3:35])[CH:32]=[O:33])([O:26][C:27]([CH3:30])([CH3:29])[CH3:28])=[O:25]>C1COCC1.CN(P(N(C)C)(N(C)C)=O)C>[C:24]([CH:31]([CH2:34][CH3:35])[C@@:32]([NH2:17])([C:10]1[O:11][C:7]([C:4]2[CH:3]=[CH:2][N:1]=[CH:6][CH:5]=2)=[N:8][N:9]=1)[OH:33])([O:26][C:27]([CH3:30])([CH3:29])[CH3:28])=[O:25]. Procedure details: To a stirred solution of the 5-pyridin-4-yl-[1,3,4]oxadiazole (11.5 g, 78.2 mmol) in THF (300 mL) was added HMPA (5 ML) and n-BuLi (1.6 M solution in 48.9 mL of hexane) dropwise under N2 at −78° C. After 1 h, MgBr.Et2O (20.2 g, 78.2 mmol) was added and the reaction mixture was allowed to warm to −45° C. for 1 h before being treated with 2-Boc-amino-butyraldehyde (9.7 g, 50.8 mmol) in THF (50 mL). The reaction mixture was stirred for 1 h, quenched with saturated NH4Cl, and extracted with ethyl ac... Reactants: COc1ccccc1N, CC(=O)NCC1CN(c2ccc(N3CCC(=O)C(C)(C)C3)c(F)c2)C(=O)O1, N#C[Na]. Yields the product COc1ccccc1NC1(C#N)CCN(c2ccc(N3CC(CNC(C)=O)OC3=O)cc2F)CC1(C)C. Reaction SMILES: [CH3:31][O:32][c:33]1[c:34]([NH2:35])[cH:36][cH:37][cH:38][cH:39]1.[F:1][c:2]1[cH:3][c:4]([N:17]2[C:18](=[O:27])[O:19][CH:20]([CH2:22][NH:23][C:24]([CH3:25])=[O:26])[CH2:21]2)[cH:5][cH:6][c:7]1[N:8]1[CH2:9][C:10]([CH3:15])([CH3:16])[C:11](=[O:14])[CH2:12][CH2:13]1.[Na:28][C:29]#[N:30]>>[F:1][c:2]1[cH:3][c:4]([N:17]2[C:18](=[O:27])[O:19][CH:20]([CH2:22][NH:23][C:24]([CH3:25])=[O:26])[CH2:21]2)[cH:5][cH:6][c:7]1[N:8]1[CH2:9][C:10]([CH3:15])([CH3:16])[C:11]([C:29]#[N:30])([NH:35][c:34]2[c:33]([O:32][CH3:31])[cH:39][cH:38][cH:37][cH:36]2)[CH2:12][CH2:13]1. The reactants are C(C)(C)(C)N1N=NN=C1C1=C(C=CC=C1)Br (1-tert-butyl-5-(2-bromophenyl)-1H-tetrazole), C(CCC)[Sn](CCCC)(CCCC)Cl (tri-n-butyltin chloride), [Li]CCCC (nBuLi), hexanes, O (Water), C1CCOC1 (THF), C(CCC)[Sn](CCCC)(CCCC)Cl (tri-n-butyltin chloride). Reaction conditions: time 1 hour. Yields the product C(C)(C)(C)N1NC(=NN1)C1=C(C=CC=C1)[Sn](CCCC)(CCCC)CCCC (2-(2-tert-Butyl-1H-tetrazol-5-yl)phenyltri-n-butylstannane). Yield: 45.0%. RXN SMILES: C([N:5]1[C:9]([C:10]2[CH:15]=[CH:14][CH:13]=[CH:12][C:11]=2Br)=[N:8][N:7]=[N:6]1)(C)(C)C.[Li]C[CH2:19][CH2:20][CH3:21].[CH2:22]([Sn:26](Cl)([CH2:31][CH2:32][CH2:33][CH3:34])[CH2:27][CH2:28][CH2:29][CH3:30])[CH2:23][CH2:24][CH3:25].O.[CH2:37]1COCC1>>[C:20]([N:7]1[NH:6][N:5]=[C:9]([C:10]2[CH:15]=[CH:14][CH:13]=[CH:12][C:11]=2[Sn:26]([CH2:31][CH2:32][CH2:33][CH3:34])([CH2:27][CH2:28][CH2:29][CH3:30])[CH2:22][CH2:23][CH2:24][CH3:25])[NH:8]1)([CH3:19])([CH3:21])[CH3:37]. Procedure details: To a cooled (-78° C.) solution of 1-tert-butyl-5-(2-bromophenyl)-1H-tetrazole (12.3 g, 0.043 mol), prepared as described in Step 3 of the Example 3 alternative synthesis, in THF (80 mL) was added 1.6M nBuLi in hexanes (32.7 mL, 0.052 mol). After 1 h, tri-n-butyltin chloride (17.1 g, 0.052 mol) was added and stirring was continued for 3 h at -78° C. The mixture was warmed to room temperature and stirred for 18 h. Water was added and the mixture was extracted with ether. The combined extracts were... The reactants are COc1cc(-c2cc(CN3CCNCC3)ccn2)cc(OC)c1OC, O=C(Cl)c1ccc2ccccc2c1. Yields the product COc1cc(-c2cc(CN3CCN(C(=O)c4ccc5ccccc5c4)CC3)ccn2)cc(OC)c1OC. RXN SMILES: [CH3:1][O:2][c:3]1[cH:4][c:5](-[c:13]2[n:14][cH:15][cH:16][c:17]([CH2:19][N:20]3[CH2:21][CH2:22][NH:23][CH2:24][CH2:25]3)[cH:18]2)[cH:6][c:7]([O:11][CH3:12])[c:8]1[O:9][CH3:10].[cH:26]1[c:27]([C:36](=[O:37])[Cl:38])[cH:28][cH:29][c:30]2[cH:31][cH:32][cH:33][cH:34][c:35]12>>[CH3:1][O:2][c:3]1[cH:4][c:5](-[c:13]2[n:14][cH:15][cH:16][c:17]([CH2:19][N:20]3[CH2:21][CH2:22][N:23]([C:36]([c:27]4[cH:26][c:35]5[c:30]([cH:29][cH:28]4)[cH:31][cH:32][cH:33][cH:34]5)=[O:37])[CH2:24][CH2:25]3)[cH:18]2)[cH:6][c:7]([O:11][CH3:12])[c:8]1[O:9][CH3:10].